Dataset: the Open Reaction Database (ORD), a public repository of structured organic reaction records. Task: describe an organic reaction: reactants, conditions, products, and yield Reactants: BrB(Br)Br, COc1ccc2occc2c1, ClCCl. Product: Oc1ccc2occc2c1. Reaction SMILES: [B:12]([Br:13])([Br:14])[Br:15].[CH3:1][O:2][c:3]1[cH:4][cH:5][c:6]2[c:7]([cH:8][cH:9][o:10]2)[cH:11]1.[Cl:16][CH2:17][Cl:18]>>[OH:2][c:3]1[cH:4][cH:5][c:6]2[c:7]([cH:8][cH:9][o:10]2)[cH:11]1. Starting materials: COC1=C(C(=CC=C1)OC)C1CCC(N1)=O (5-(2,6-dimethoxyphenyl)pyrrolidin-2-one), C(C)(C)(C)S(=O)N=CCCC(=O)OC (methyl 4-((tert-butylsulfinyl)imino)butanoate), C(C)OC1=C(C=CC=C1)I (1-ethoxy-2-iodobenzene), NC(CCC(=O)OC)C1=C(C=CC=C1OC)OC (methyl 4-amino-4-(2,6-dimethoxyphenyl)butanoate). The product is C(C)OC1=C(C=CC=C1)C1CCC(N1)=O (5-(2-ethoxyphenyl)pyrrolidin-2-one). Reaction SMILES: C(S([N:7]=[CH:8][CH2:9][CH2:10][C:11]([O:13]C)=O)=O)(C)(C)C.[CH2:15]([O:17][C:18]1[CH:23]=[CH:22][CH:21]=[CH:20][C:19]=1I)[CH3:16].NC(C1C(OC)=CC=CC=1OC)CCC(OC)=O.COC1C=CC=C(OC)C=1C1NC(=O)CC1>>[CH2:15]([O:17][C:18]1[CH:23]=[CH:22][CH:21]=[CH:20][C:19]=1[CH:8]1[NH:7][C:11](=[O:13])[CH2:10][CH2:9]1)[CH3:16]. Procedure: Synthesized from methyl 4-((tert-butylsulfinyl)imino)butanoate and commercially available 1-ethoxy-2-iodobenzene according to the procedures described for the preparations of methyl 4-amino-4-(2,6-dimethoxyphenyl)butanoate and 5-(2,6-dimethoxyphenyl)pyrrolidin-2-one. The target product 5-(2-ethoxyphenyl)pyrrolidin-2-one was obtained as a colorless solid after purification by FC (heptane/AcOEt=7/3 to 3/7). LC-MS (conditions D): tR=0.81 min.; [M+H]+: 205.99 g/mol. The reactants are Cc1cccc(C)c1NC(=O)CN1CCN(CC(O)COC2Cc3ccccc3C2)CC1, Cc1ccc(CO)cc1, CC(C)O. Product: Cc1ccc(COCC(O)CN2CCN(CC(=O)Nc3c(C)cccc3C)CC2)cc1. Reaction SMILES: [CH3:1][c:2]1[c:3]([NH:9][C:10]([CH2:11][N:12]2[CH2:13][CH2:14][N:15]([CH2:18][CH:19]([CH2:20][O:21][CH:22]3[CH2:23][c:24]4[c:25]([cH:26][cH:27][cH:28][cH:29]4)[CH2:30]3)[OH:31])[CH2:16][CH2:17]2)=[O:32])[c:4]([CH3:8])[cH:5][cH:6][cH:7]1.[CH3:33][c:34]1[cH:35][cH:36][c:37]([CH2:38][OH:39])[cH:40][cH:41]1.[CH3:42][CH:43]([OH:44])[CH3:45]>>[CH3:1][c:2]1[c:3]([NH:9][C:10]([CH2:11][N:12]2[CH2:13][CH2:14][N:15]([CH2:18][CH:19]([CH2:20][O:21][CH2:22][c:37]3[cH:36][cH:35][c:34]([CH3:33])[cH:41][cH:40]3)[OH:31])[CH2:16][CH2:17]2)=[O:32])[c:4]([CH3:8])[cH:5][cH:6][cH:7]1. The reactants are C(C)(=O)OC1CCC2=C1N=CN=C2Cl (7-Acetoxy-4-chloro-6,7-dihydro-5H-cyclopenta[d]pyrimidine), NC1=CC=C(C#N)C=C1 (p-aminobenzonitrile). The solvent is C(C)O (ethanol). The product is C(C)(=O)OC1CCC2=C1N=CN=C2NC2=CC=C(C=C2)C#N (7-Acetoxy-4-(4-cyanoanilino)-6,7-dihydro-5H-cyclopenta[d]pyrimidine). Yield: 55.2%. Reaction SMILES: [C:1]([O:4][CH:5]1[C:9]2[N:10]=[CH:11][N:12]=[C:13](Cl)[C:8]=2[CH2:7][CH2:6]1)(=[O:3])[CH3:2].[NH2:15][C:16]1[CH:23]=[CH:22][C:19]([C:20]#[N:21])=[CH:18][CH:17]=1>C(O)C>[C:1]([O:4][CH:5]1[C:9]2[N:10]=[CH:11][N:12]=[C:13]([NH:15][C:16]3[CH:23]=[CH:22][C:19]([C:20]#[N:21])=[CH:18][CH:17]=3)[C:8]=2[CH2:7][CH2:6]1)(=[O:3])[CH3:2]. Procedure: 39.3 g of 7-acetoxy-4-chloro-6,7-dihydro-5H-cyclopenta[d]pyrimidine [prepared as described in step (b) above] and 24 g of p-aminobenzonitrile were dissolved in 180 ml of ethanol, and the solution was heated under reflux for 1.5 hours. At the end of this time, the solvent was evaporated off under reduced pressure, and the resulting residue was washed with a 1:1 by volume mixture of ethanol and toluene, to give 30 g of the title compound as pale grayish crystals, melting at 215°-217° C. Reactants: CCS(=O)(=O)N1CC(CC#N)(n2cc(-c3ncnc4c3ccn4COC(=O)C(C)(C)C)cn2)C1, CO, [Na+], C1CCOC1, [OH-]. The product is CCS(=O)(=O)N1CC(CC#N)(n2cc(-c3ncnc4[nH]ccc34)cn2)C1. As a reaction SMILES: [C:1]([O:2][CH2:3][n:9]1[cH:10][cH:11][c:12]2[c:13]1[n:14][cH:15][n:16][c:17]2-[c:18]1[cH:19][n:20][n:21]([C:23]2([CH2:32][C:33]#[N:34])[CH2:24][N:25]([S:27](=[O:28])(=[O:29])[CH2:30][CH3:31])[CH2:26]2)[cH:22]1)(=[O:4])[C:5]([CH3:6])([CH3:7])[CH3:8].[CH3:37][OH:38].[Na+:36].[O:39]1[CH2:40][CH2:41][CH2:42][CH2:43]1.[OH-:35]>>[nH:9]1[cH:10][cH:11][c:12]2[c:13]1[n:14][cH:15][n:16][c:17]2-[c:18]1[cH:19][n:20][n:21]([C:23]2([CH2:32][C:33]#[N:34])[CH2:24][N:25]([S:27](=[O:28])(=[O:29])[CH2:30][CH3:31])[CH2:26]2)[cH:22]1. Starting materials: C(C)(C)(C)OC(=O)N1CCC2(CC(N(C2=O)O)=O)CC1 (8-tert-butyloxycarbonyl-2-hydroxy-2,8-diazaspiro[4,5]decane-1,3-dione), COC(CBr)=O (methylbromoacetate). Yields the product C(C)(C)(C)OC(=O)N1CCC2(CC(N(C2=O)OCC(=O)OC)=O)CC1 (8-tert-Butyloxycarbonyl-2-methoxycarbonylmethyloxy-2,8-diazaspiro[4,5]decane-1,3-dione). RXN SMILES: [C:1]([O:5][C:6]([N:8]1[CH2:20][CH2:19][C:11]2([C:15](=[O:16])[N:14]([OH:17])[C:13](=[O:18])[CH2:12]2)[CH2:10][CH2:9]1)=[O:7])([CH3:4])([CH3:3])[CH3:2].[CH3:21][O:22][C:23](=[O:26])[CH2:24]Br>>[C:1]([O:5][C:6]([N:8]1[CH2:20][CH2:19][C:11]2([C:15](=[O:16])[N:14]([O:17][CH2:24][C:23]([O:22][CH3:21])=[O:26])[C:13](=[O:18])[CH2:12]2)[CH2:10][CH2:9]1)=[O:7])([CH3:4])([CH3:2])[CH3:3]. Reported procedure: Employing 8-tert-butyloxycarbonyl-2-hydroxy-2,8-diazaspiro[4,5]decane-1,3-dione (0.56 g) and methylbromoacetate (190 μl), reaction was conducted in the same manner as in Example 40 to obtain an oily compound. This was separated by column chromatography (eluent; dichloromethane) to obtain 0.67 g of a coloress oily compound.